From a dataset of the Open Reaction Database (ORD), a public repository of structured organic reaction records. describe an organic reaction: reactants, conditions, products, and yield Reactants: CN1CCOCC1, CC(C)COC(=O)Cl, Nc1ccccc1, O=C(O)c1ccc[nH]c1=O, C1CCOC1. Yields the product O=C(Nc1ccccc1)c1ccc[nH]c1=O. As a reaction SMILES: [CH3:11][N:12]1[CH2:13][CH2:14][O:15][CH2:16][CH2:17]1.[Cl:18][C:19]([O:20][CH2:21][CH:22]([CH3:23])[CH3:24])=[O:25].[NH2:26][c:27]1[cH:28][cH:29][cH:30][cH:31][cH:32]1.[O:1]=[c:2]1[nH:3][cH:4][cH:5][cH:6][c:7]1[C:8](=[O:9])[OH:10].[O:33]1[CH2:34][CH2:35][CH2:36][CH2:37]1>>[O:1]=[c:2]1[nH:3][cH:4][cH:5][cH:6][c:7]1[C:8](=[O:10])[NH:26][c:27]1[cH:28][cH:29][cH:30][cH:31][cH:32]1. Reactants: BrCCCOc1cccc(-c2noc3ccsc23)c1, O=C([O-])[O-], CC#N, NCc1ccc(F)c(F)c1, [K+], [K+]. Product: Fc1ccc(CNCCCOc2cccc(-c3noc4ccsc34)c2)cc1F. Reaction SMILES: [Br:1][CH2:2][CH2:3][CH2:4][O:5][c:6]1[cH:7][c:8](-[c:12]2[n:13][o:14][c:15]3[c:16]2[s:17][cH:18][cH:19]3)[cH:9][cH:10][cH:11]1.[C:20](=[O:21])([O-:22])[O-:23].[CH3:36][C:37]#[N:38].[F:26][c:27]1[cH:28][c:29]([CH2:30][NH2:31])[cH:32][cH:33][c:34]1[F:35].[K+:24].[K+:25]>>[CH2:2]([CH2:3][CH2:4][O:5][c:6]1[cH:7][c:8](-[c:12]2[n:13][o:14][c:15]3[c:16]2[s:17][cH:18][cH:19]3)[cH:9][cH:10][cH:11]1)[NH:31][CH2:30][c:29]1[cH:28][c:27]([F:26])[c:34]([F:35])[cH:33][cH:32]1. Starting materials: [Ag+2], O=C([O-])[O-], Cc1ccccc1, COC(=O)c1ccc(O)nc1, BrCc1ccc(-c2ccccc2)cc1. Product: COC(=O)c1ccc(OCc2ccc(-c3ccccc3)cc2)nc1. RXN SMILES: [Ag+2:30].[C:26](=[O:27])([O-:28])[O-:29].[CH3:31][c:32]1[cH:33][cH:34][cH:35][cH:36][cH:37]1.[OH:1][c:2]1[n:3][cH:4][c:5]([C:6](=[O:7])[O:8][CH3:9])[cH:10][cH:11]1.[c:12]1(-[c:20]2[cH:21][cH:22][cH:23][cH:24][cH:25]2)[cH:13][cH:14][c:15]([CH2:18][Br:19])[cH:16][cH:17]1>>[O:1]([c:2]1[n:3][cH:4][c:5]([C:6](=[O:7])[O:8][CH3:9])[cH:10][cH:11]1)[CH2:18][c:15]1[cH:14][cH:13][c:12](-[c:20]2[cH:21][cH:22][cH:23][cH:24][cH:25]2)[cH:17][cH:16]1. The reactants are C(C)(=O)Cl (acetyl chloride), Cl.C(C)(C)OCCN(C(C)=O)C1=CC=C(C(=O)N2CCN(CC2)CCC2=CC=C(C=C2)Cl)C=C1 (1-{4-[N-(2-isopropyloxyethyl)-N-acetylamino]benzoyl}-4-[2-(4-chlorophenyl)ethyl]piperazine hydrochloride). Yields the product C(C)(C)OCCNC1=CC=C(C(=O)N2CCN(CC2)CCC2=CC=C(C=C2)Cl)C=C1 (1-{4-[N-(2-isopropyloxyethyl)amino]benzoyl}-4-[2-(4-chlorophenyl)ethyl]piperazine). Reaction SMILES: Cl.[CH:2]([O:5][CH2:6][CH2:7][N:8]([C:12]1[CH:34]=[CH:33][C:15]([C:16]([N:18]2[CH2:23][CH2:22][N:21]([CH2:24][CH2:25][C:26]3[CH:31]=[CH:30][C:29]([Cl:32])=[CH:28][CH:27]=3)[CH2:20][CH2:19]2)=[O:17])=[CH:14][CH:13]=1)C(=O)C)([CH3:4])[CH3:3].C(Cl)(=O)C>>[CH:2]([O:5][CH2:6][CH2:7][NH:8][C:12]1[CH:34]=[CH:33][C:15]([C:16]([N:18]2[CH2:19][CH2:20][N:21]([CH2:24][CH2:25][C:26]3[CH:31]=[CH:30][C:29]([Cl:32])=[CH:28][CH:27]=3)[CH2:22][CH2:23]2)=[O:17])=[CH:14][CH:13]=1)([CH3:4])[CH3:3] |f:0.1|. Procedure details: In a manner analogous to that described in Example 23, 1-{4-[N-(2-isopropyloxyethyl)-N-acetylamino]benzoyl}-4-[2-(4-chlorophenyl)ethyl]piperazine hydrochloride having a melting point of 142°-144° is obtained from 3 g of 1-{4-[N-(2-isopropyloxyethyl)amino]benzoyl}-4-[2-(4-chlorophenyl)ethyl]piperazine by reaction with acetyl chloride. Starting materials: C1(CCCCC1)NC1=NC(N(C12CCN(CC2)CC2=CC(=CC=C2)N)C2=CC(=CC=C2)F)=O (4-(cyclohexylamino)-8-[3-aminobenzyl]-1-(3-fluorophenyl)-1,3,8-triazaspiro[4.5]dec-3-en-2-one), C(C)(=O)Cl (acetyl chloride), C(=O)([O-])[O-].[K+].[K+] (K2CO3). The solvent is C(Cl)Cl (CH2Cl2). Reaction conditions: time 8 hour. Product: C1(CCCCC1)NC1=NC(N(C12CCN(CC2)CC=2C=C(C=CC2)NC(C)=O)C2=CC(=CC=C2)F)=O (N-(3-{[4-(cyclohexylamino)-1-(3-fluorophenyl)-2-oxo-1,3,8-triazaspiro[4.5]dec-3-en-8-yl]methyl}phenyl)acetamide). RXN SMILES: [CH:1]1([NH:7][C:8]2[C:12]3([CH2:17][CH2:16][N:15]([CH2:18][C:19]4[CH:24]=[CH:23][CH:22]=[C:21]([NH2:25])[CH:20]=4)[CH2:14][CH2:13]3)[N:11]([C:26]3[CH:31]=[CH:30][CH:29]=[C:28]([F:32])[CH:27]=3)[C:10](=[O:33])[N:9]=2)[CH2:6][CH2:5][CH2:4][CH2:3][CH2:2]1.[C:34](Cl)(=[O:36])[CH3:35].C([O-])([O-])=O.[K+].[K+]>C(Cl)Cl>[CH:1]1([NH:7][C:8]2[C:12]3([CH2:17][CH2:16][N:15]([CH2:18][C:19]4[CH:20]=[C:21]([NH:25][C:34](=[O:36])[CH3:35])[CH:22]=[CH:23][CH:24]=4)[CH2:14][CH2:13]3)[N:11]([C:26]3[CH:31]=[CH:30][CH:29]=[C:28]([F:32])[CH:27]=3)[C:10](=[O:33])[N:9]=2)[CH2:6][CH2:5][CH2:4][CH2:3][CH2:2]1 |f:2.3.4|. Procedure details: A 2 mL CH2Cl2 suspension of 0.05 g (0.11 mmol) 4-(cyclohexylamino)-8-[3-aminobenzyl]-1-(3-fluorophenyl)-1,3,8-triazaspiro[4.5]dec-3-en-2-one, 0.1 mL (0.11 mmol) acetyl chloride and excess K2CO3 was allowed to stir at rt overnight. The reaction was filtered and concentrated then the remaining oil was dissolved in 1 mL CH2Cl2 and purified on an Isco automated system affixed with a Biotage Flash 25(S) cartridge eluted at 20 mL/min with 0-5% MeOH in CH2Cl2 over 15 min and hold at 5% MeOH for 30 min.... Starting materials: CC(C)O, [H][H], COC(=O)CCCCCC(=O)c1ccccc1. Product: COC(=O)CCCCCC(O)c1ccccc1. Reaction SMILES: [CH3:20][CH:21]([OH:22])[CH3:23].[H:18][H:19].[O:1]=[C:2]([CH2:3][CH2:4][CH2:5][CH2:6][CH2:7][C:8](=[O:9])[O:10][CH3:11])[c:12]1[cH:13][cH:14][cH:15][cH:16][cH:17]1>>[OH:1][CH:2]([CH2:3][CH2:4][CH2:5][CH2:6][CH2:7][C:8](=[O:9])[O:10][CH3:11])[c:12]1[cH:13][cH:14][cH:15][cH:16][cH:17]1. The reactants are C(#N)N=C(OC(C)C)C=1C=NC=CC1 (Isopropyl N-cyano-3-pyridinecarboximidate), NC1=CC=C(C=C1)CCN (2-(4-aminophenyl)ethylamine). Run in CO (methanol). Conditions: time 1 hour. Product: C(#N)NC(=NCCC1=CC=C(C=C1)N)C=1C=NC=CC1 (N-cyano-N'-[2-(4-aminophenyl)ethyl]-3-pyridinecarboximidamide). Yield: 62.3%. RXN SMILES: [C:1]([N:3]=[C:4]([C:9]1[CH:10]=[N:11][CH:12]=[CH:13][CH:14]=1)OC(C)C)#[N:2].[NH2:15][C:16]1[CH:21]=[CH:20][C:19]([CH2:22][CH2:23][NH2:24])=[CH:18][CH:17]=1>CO>[C:1]([NH:3][C:4]([C:9]1[CH:10]=[N:11][CH:12]=[CH:13][CH:14]=1)=[N:24][CH2:23][CH2:22][C:19]1[CH:20]=[CH:21][C:16]([NH2:15])=[CH:17][CH:18]=1)#[N:2]. Reported procedure: Isopropyl N-cyano-3-pyridinecarboximidate (1.0 g, 5.3 mmol) was dissolved in methanol (15 ml), and 2-(4-aminophenyl)ethylamine (0.80 g; 5.8 mmol) was added. The mixture was stirred at room temperature for 1 hour. After the reaction was completed, the reaction solution was concentrated under reduced pressure. The residual concentrate was crystallized from methanol-diethyl ether to give N-cyano-N'-[2-(4-aminophenyl)ethyl]-3-pyridinecarboximidamide (0.88 g, 3.3 mmol, yield: 63%) as colorless needle... Reactants: FC1=CC(=CC(=C1)OC)OC (1-fluoro-3,5-dimethoxybenzene), P(=O)(Cl)(Cl)Cl (phosphoryl trichloride), CN(C)C=O (DMF). Reaction conditions: time 8 hour. Yields the product FC1=C(C=O)C(=CC(=C1)OC)OC (2-Fluoro-4,6-dimethoxybenzaldehyde). Yield: 74.6%. As a reaction SMILES: [F:1][C:2]1[CH:7]=[C:6]([O:8][CH3:9])[CH:5]=[C:4]([O:10][CH3:11])[CH:3]=1.P(Cl)(Cl)(Cl)=O.CN([CH:20]=[O:21])C>>[F:1][C:2]1[CH:3]=[C:4]([O:10][CH3:11])[CH:5]=[C:6]([O:8][CH3:9])[C:7]=1[CH:20]=[O:21]. Procedure details: To a solution of 1-fluoro-3,5-dimethoxybenzene (3.12 g, 20.0 mmol) in DMF (15 mL) was added dropwise phosphoryl trichloride (1.55 mL) at 0° C. The reaction mixture was stirred at room temperature overnight and poured onto ice. The resulting mixture was extracted with ethyl acetate (2×50 mL) and the combined organic layers were dried over anhydrous Na2SO4, concentrated in vacuo. The residue was purified by column chromatography on silica gel (EtOAc/PE=1/8) to give the title compound as a yellow s... Starting materials: C1=CC(=C(C=C1C[C@@H](C(=O)O)N)O)O (Levodopa), S(=O)(Cl)Cl (thionyl chloride), C(C)O (ethanol). Conditions: temperature 40 celsius. The product is CCOC(=O)[C@H](CC1=CC(=C(C=C1)O)O)N (L-DOPA Ethyl Ester). Reaction SMILES: [CH:1]1[C:6]([CH2:7][C@H:8]([NH2:12])[C:9]([OH:11])=[O:10])=[CH:5][C:4]([OH:13])=[C:3]([OH:14])[CH:2]=1.S(Cl)(Cl)=O.[CH2:19](O)[CH3:20]>>[CH3:19][CH2:20][O:10][C:9]([C@@H:8]([NH2:12])[CH2:7][C:6]1[CH:1]=[CH:2][C:3]([OH:14])=[C:4]([OH:13])[CH:5]=1)=[O:11]. Procedure details: Levodopa (50 g.) was added in portions to a cooled (2°-8° C.) solution of 30 ml. thionyl chloride in 250 ml. absolute ethanol. The resulting mixture was heated to 40° C. for 16 hours and then the volatiles were removed in vacuo. The residue was dissolved in 50 ml. of water and diluted with a solution of 20 g. of sodium bicarbonate, 26 g. of sodium sulfate and 50 mg. of ascorbic acid in 400 ml. of water. The pH of the resulting solution was carefully adjusted to pH 7 with 10% aqueous sodium hydro...